Dataset: the Open Reaction Database (ORD), a public repository of structured organic reaction records. Task: describe an organic reaction: reactants, conditions, products, and yield Starting materials: COc1ccccn1 (substrate), CN(C)c1ccc([Mg]Br)cc1 (effective_coupling_partner). Reagents/catalysts: CC(C)P(C(C)C)C(Nc1ccccc1n3nc(c2ccccc2)cc3c4ccccc4)c5ccccc5. Run at temperature 25 celsius, time 24 hour. The product is CN(C)c1ccc(c2ncccc2)cc1.